The task is: describe an organic reaction: reactants, conditions, products, and yield. This data is from the Open Reaction Database (ORD), a public repository of structured organic reaction records. The reactants are COc1ccc(C(=O)Oc2ccc(C(=O)CNC(C)(C)C)cc2O)cc1, CC(=O)O, CN(C)C=O, CC(=O)[O-], Cl, Cl. The product is COc1ccc(C(=O)Oc2ccc(C(O)CNC(C)(C)C)cc2O)cc1, Cl. RXN SMILES: [C:11]([CH3:12])([CH3:13])([CH3:14])[NH:15][CH2:16][C:17](=[O:18])[c:19]1[cH:20][c:21]([OH:36])[c:22]([O:25][C:26]([c:27]2[cH:28][cH:29][c:30]([O:33][CH3:34])[cH:31][cH:32]2)=[O:35])[cH:23][cH:24]1.[CH3:1][C:2](=[O:3])[OH:4].[CH3:37][N:38]([CH3:39])[CH:40]=[O:41].[CH3:5][C:6](=[O:7])[O-:8].[ClH:10].[ClH:9]>>[C:11]([CH3:12])([CH3:13])([CH3:14])[NH:15][CH2:16][CH:17]([OH:18])[c:19]1[cH:20][c:21]([OH:36])[c:22]([O:25][C:26]([c:27]2[cH:28][cH:29][c:30]([O:33][CH3:34])[cH:31][cH:32]2)=[O:35])[cH:23][cH:24]1.[ClH:9]. Starting materials: CCCCO, CO, Cl, Cc1cnc(Cl)nc1Nc1ccccc1, Nc1ccc(C(=O)NCCCn2ccnc2)cc1. The product is Cc1cnc(Nc2ccc(C(=O)NCCCn3ccnc3)cc2)nc1Nc1ccccc1. As a reaction SMILES: [CH2:35]([OH:36])[CH2:37][CH2:38][CH3:39].[CH3:40][OH:41].[ClH:34].[NH:1]([c:2]1[cH:3][cH:4][cH:5][cH:6][cH:7]1)[c:8]1[n:9][c:10]([Cl:15])[n:11][cH:12][c:13]1[CH3:14].[n:16]1([CH2:21][CH2:22][CH2:23][NH:24][C:25](=[O:26])[c:27]2[cH:28][cH:29][c:30]([NH2:31])[cH:32][cH:33]2)[cH:17][n:18][cH:19][cH:20]1>>[NH:1]([c:2]1[cH:3][cH:4][cH:5][cH:6][cH:7]1)[c:8]1[n:9][c:10]([NH:31][c:30]2[cH:29][cH:28][c:27]([C:25]([NH:24][CH2:23][CH2:22][CH2:21][n:16]3[cH:17][n:18][cH:19][cH:20]3)=[O:26])[cH:33][cH:32]2)[n:11][cH:12][c:13]1[CH3:14]. Reactants: N(N)C=1C=NC=CC1 (3-hydrazinopyridine), [O-]CC.[Na+] (sodium ethoxide), C(\C=C/C(=O)OCC)(=O)OCC (diethyl maleate), 3-hydrazinopyridine•dihydrochloride. Solvent: C(C)O (ethanol). Yields the product O=C1CC(N(N1)C=1C=NC=CC1)C(=O)OCC (ethyl 5-oxo-2-(pyridin-3-yl)pyrazolidine-3-carboxylate). As a reaction SMILES: [O-]CC.[Na+].[C:5]([O:14][CH2:15][CH3:16])(=[O:13])/[CH:6]=[CH:7]\[C:8]([O:10]CC)=O.[NH:17]([C:19]1[CH:20]=[N:21][CH:22]=[CH:23][CH:24]=1)[NH2:18]>C(O)C>[O:10]=[C:8]1[NH:18][N:17]([C:19]2[CH:20]=[N:21][CH:22]=[CH:23][CH:24]=2)[CH:6]([C:5]([O:14][CH2:15][CH3:16])=[O:13])[CH2:7]1 |f:0.1|. Procedure: In a preferred reaction, sodium ethoxide in an anhydrous ethanol are introduced into a reaction vessel and 3-hydrazinopyridine•dihydrochloride is added. The mixture is stirred and diethyl maleate is added. The mixture is heated at about 60° C. until most of the 3-hydrazinopyridine has reacted. The mixture is allowed to cool and the excess base is neutralized with acid. The crude ethyl 5-oxo-2-(pyridin-3-yl)pyrazolidine-3-carboxylate (10a) is conveniently isolated and purified by standard techniq... Reactants: solution, COC([C@@H]([C@H](CC1=CC=CC=C1)NC(C1=CC(=CC(=C1)C(=O)N[C@H](C)C1=CC=CC=C1)N(S(=O)(=O)C)C)=O)O)=O ((2R,3S)-2-hydroxy-3-{[3-[methyl(methylsulfonyl)amino]-5-({[(1R)-1-phenylethyl]amino}carbonyl)-benzoyl]amino}-4-phenylbutanoic acid methylester), [OH-].[Na+] (sodium hydroxide). Solvent: CO (methanol). Reaction conditions: time 5 hour. Product: O[C@@H](C(=O)O)[C@H](CC1=CC=CC=C1)NC(C1=CC(=CC(=C1)C(=O)N[C@H](C)C1=CC=CC=C1)N(S(=O)(=O)C)C)=O ((2R,3S)-2-Hydroxy-3-{[3-[methyl(methylsulfonyl)amino]-5-({[(1R)-1-phenylethyl]amino}carbonyl)benzoyl]amino}-4-phenylbutanoic acid). Yield: 96.4%. As a reaction SMILES: C[O:2][C:3](=[O:40])[C@H:4]([OH:39])[C@@H:5]([NH:13][C:14](=[O:38])[C:15]1[CH:20]=[C:19]([C:21]([NH:23][C@@H:24]([C:26]2[CH:31]=[CH:30][CH:29]=[CH:28][CH:27]=2)[CH3:25])=[O:22])[CH:18]=[C:17]([N:32]([CH3:37])[S:33]([CH3:36])(=[O:35])=[O:34])[CH:16]=1)[CH2:6][C:7]1[CH:12]=[CH:11][CH:10]=[CH:9][CH:8]=1.[OH-].[Na+]>CO>[OH:39][C@H:4]([C@@H:5]([NH:13][C:14](=[O:38])[C:15]1[CH:20]=[C:19]([C:21]([NH:23][C@@H:24]([C:26]2[CH:31]=[CH:30][CH:29]=[CH:28][CH:27]=2)[CH3:25])=[O:22])[CH:18]=[C:17]([N:32]([CH3:37])[S:33]([CH3:36])(=[O:35])=[O:34])[CH:16]=1)[CH2:6][C:7]1[CH:8]=[CH:9][CH:10]=[CH:11][CH:12]=1)[C:3]([OH:40])=[O:2] |f:1.2|. Procedure details: To a 10 ml solution of (2R,3S)-2-hydroxy-3-{[3-[methyl(methylsulfonyl)amino]-5-({[(1R)-1-phenylethyl]amino}carbonyl)-benzoyl]amino}-4-phenylbutanoic acid methylester 775 mg (1.37 mmol) in methanol was added 1N aqueous sodium hydroxide solution 1.64 ml and the mixture was stirred at room temperature for 5 hours. After distilling methanol off, the mixture was washed with ether. The mixture was adjusted with 1N hydrochloric acid to pH 3 under ice-cooling and the mixture was extracted with ethyl ace... The reactants are C(C)OC(=O)C=1SC2=C(NC1O)C=C(C=C2)Br (6-Bromo-3-hydroxy-4H-benzo[1,4]thiazine-2-carboxylic acid ethyl ester). The reagents and catalysts are [Zn] (Zn). Solvent: C(C)(=O)O (acetic acid). Conditions: temperature 110 celsius. The product is C(C)OC(CC=1SC2=C(N1)C=C(C=C2)Br)=O ((5-Bromo-benzothiazol-2-yl)-acetic acid ethyl ester). As a reaction SMILES: [CH2:1]([O:3][C:4]([C:6]1[S:7][C:8]2[CH:16]=[CH:15][C:14]([Br:17])=[CH:13][C:9]=2[NH:10][C:11]=1O)=[O:5])[CH3:2]>C(O)(=O)C.[Zn]>[CH2:1]([O:3][C:4](=[O:5])[CH2:6][C:11]1[S:7][C:8]2[CH:16]=[CH:15][C:14]([Br:17])=[CH:13][C:9]=2[N:10]=1)[CH3:2]. Procedure: A mixture of the crude material from Example 2C (2.7 g, 8.5 mmol) in acetic acid (60 mL) and heated to 110° C. Then Zn (18 equivalents) was added slowly in portions over 30 min to the mixture under nitrogen. After the completion the mixture was cooled to room temperature and the Zn residue was filtered off. The filter cake was washed with MeOH. And the combined filtrate was stripped to dryness. The residue was dissolved in 70 mL of chloroform and washed with water twice. The chloroform solution ... Starting materials: NC1=CC=C(C(=O)N(C2=CC3=C(C=C2)OCO3)CCN3CCC(CC3)C(C3=CC=C(C=C3)F)=O)C=C1 (4-amino-N-{2-[4-(4-fluorobenzoyl)piperidino]ethyl}-N-(3,4-methylenedioxyphenyl)benzamide), C(C)(=O)OC(C)=O (acetic anhydride). Product: C(C)(=O)NC1=CC=C(C(=O)N(C2=CC3=C(C=C2)OCO3)CCN3CCC(CC3)C(C3=CC=C(C=C3)F)=O)C=C1 (4-Acetylamino-N-{2-[4-(4-fluorobenzoyl)piperidino]ethyl}-N-(3,4-methylenedioxyphenyl)benzamide). Isolated yield 79.0%. Reaction SMILES: [NH2:1][C:2]1[CH:36]=[CH:35][C:5]([C:6]([N:8]([CH2:18][CH2:19][N:20]2[CH2:25][CH2:24][CH:23]([C:26](=[O:34])[C:27]3[CH:32]=[CH:31][C:30]([F:33])=[CH:29][CH:28]=3)[CH2:22][CH2:21]2)[C:9]2[CH:14]=[CH:13][C:12]3[O:15][CH2:16][O:17][C:11]=3[CH:10]=2)=[O:7])=[CH:4][CH:3]=1.[C:37](OC(=O)C)(=[O:39])[CH3:38]>>[C:37]([NH:1][C:2]1[CH:3]=[CH:4][C:5]([C:6]([N:8]([CH2:18][CH2:19][N:20]2[CH2:21][CH2:22][CH:23]([C:26](=[O:34])[C:27]3[CH:28]=[CH:29][C:30]([F:33])=[CH:31][CH:32]=3)[CH2:24][CH2:25]2)[C:9]2[CH:14]=[CH:13][C:12]3[O:15][CH2:16][O:17][C:11]=3[CH:10]=2)=[O:7])=[CH:35][CH:36]=1)(=[O:39])[CH3:38]. Procedure: Using 4-amino-N-{2-[4-(4-fluorobenzoyl)piperidino]ethyl}-N-(3,4-methylenedioxyphenyl)benzamide (245.0 mg, 0.501 mmol) and acetic anhydride (0.057 ml, 0.60 mmol), the procedure of Inventive Example 94 was repeated to obtain 210.3 mg (79.0%) of the title compound in a colorless amorphous form. The reactants are BrC1=CC(=C(C(=C1)C)N)OC (4-Bromo-2-methoxy-6-methyl-phenylamine), ice ethanol, B(Br)(Br)Br (boron tribromide), ClCCl (dichloromethane), ClCCl (dichloromethane). Reaction conditions: time 30 minute. Yields the product BrC1=CC2=C(N=C(O2)C)C(=C1)C (6-Bromo-2,4-dimethyl-benzooxazole). As a reaction SMILES: [Br:1][C:2]1[CH:7]=[C:6]([CH3:8])[C:5]([NH2:9])=[C:4]([O:10][CH3:11])[CH:3]=1.B(Br)(Br)Br.Cl[CH2:17]Cl>>[Br:1][C:2]1[CH:7]=[C:6]([CH3:8])[C:5]2[N:9]=[C:11]([CH3:17])[O:10][C:4]=2[CH:3]=1. Reported procedure: 0.50 g (2.31 mmol) 4-Bromo-2-methoxy-6-methyl-phenylamine in 5 mL dichloromethane is cooled with ice/ethanol and 0.24 mL (2.49 mmol) boron tribromide in 5 mL dichloromethane is added slowly. Stirring is continued for 30 under cooling and 2 h at rt. The mixture is poured onto ice, allowed to stand for 30 min and the aq. layer is extracted with dichloromethane. The aq. phase is treated with NaHCO3 until the mixture shows basic pH, followed by extraction with dichloromethane. The combined organic p... Reactants: Cl (hydrogen chloride), N=1N=C(N2C1C=CC=C2)C2=NC1=C(C=CC=C1C=C2)O[C@@H]2C[C@H](N(CC2)C(=O)OC(C)(C)C)C(N(C)C)=O ((2S,4S)-tert-butyl 4-(2-([1,2,4]triazolo[4,3-a]pyridin-3-yl)quinolin-8-yloxy)-2-(dimethylcarbamoyl)piperidine-1-carboxylate), C(Cl)(Cl)Cl (chloroform), Cl (hydrogen chloride). The solvent is C(C)OCC (diethyl ether). Reaction conditions: time 3 hour. Product: Cl.Cl.N=1N=C(N2C1C=CC=C2)C2=NC1=C(C=CC=C1C=C2)O[C@@H]2C[C@H](NCC2)C(=O)N(C)C ((2S,4S)-4-(2-([1,2,4]triazolo[4,3-a]pyridin-3-yl)quinolin-8-yloxy)-N,N-dimethylpiperidine-2-carboxamide dihydrochloride). Isolated yield 86.0%. RXN SMILES: [N:1]1[N:2]=[C:3]([C:10]2[CH:19]=[CH:18][C:17]3[C:12](=[C:13]([O:20][C@H:21]4[CH2:26][CH2:25][N:24](C(OC(C)(C)C)=O)[C@H:23]([C:34](=[O:38])[N:35]([CH3:37])[CH3:36])[CH2:22]4)[CH:14]=[CH:15][CH:16]=3)[N:11]=2)[N:4]2[CH:9]=[CH:8][CH:7]=[CH:6][C:5]=12.C(Cl)(Cl)[Cl:40].[ClH:43]>C(OCC)C>[ClH:40].[ClH:43].[N:1]1[N:2]=[C:3]([C:10]2[CH:19]=[CH:18][C:17]3[C:12](=[C:13]([O:20][C@H:21]4[CH2:26][CH2:25][NH:24][C@H:23]([C:34]([N:35]([CH3:37])[CH3:36])=[O:38])[CH2:22]4)[CH:14]=[CH:15][CH:16]=3)[N:11]=2)[N:4]2[CH:9]=[CH:8][CH:7]=[CH:6][C:5]=12 |f:4.5.6|. Procedure: To the product from Step A (0.080 g, 0.155 mmol) was added chloroform (1.6 mL) To the resulting solution was added hydrogen chloride (0.387 mL, 1.55 mmol, 4.0 M in 1,4-dioxane) causing the solution to turn yellow. The mixture was stirred at ambient temperature for 3 hours. Additional hydrogen chloride (0.387 mL, 1.55 mmol, 4.0 M in 1,4-dioxane) was added and the reaction stirred at ambient temperature for another 3 hours. The mixture was diluted with diethyl ether (5 mL) and filtered. The produc...